Task: describe an organic reaction: reactants, conditions, products, and yield. Dataset: the Open Reaction Database (ORD), a public repository of structured organic reaction records The reactants are ClOC(C)(C)C (tert-butyl hypochlorite), OCCC1=CC=C(C=C1)NCC(=O)OCC (ethyl N-[4-(2-hydroxyethyl)-phenyl]aminoacetate), Cl (hydrochloric acid), C(C)O (ethanol). Solvent: ClCCl (dichloromethane), ClCCl (dichloromethane). Yields the product ClC1=C(C(=CC(=C1)CCO)Cl)NCC(=O)OCC (ethyl N-[2,6-dichloro-4-(2-hydroxyethyl)phenyl]aminoacetate). Reaction SMILES: [OH:1][CH2:2][CH2:3][C:4]1[CH:9]=[CH:8][C:7]([NH:10][CH2:11][C:12]([O:14][CH2:15][CH3:16])=[O:13])=[CH:6][CH:5]=1.[ClH:17].C(O)C.[Cl:21]OC(C)(C)C>ClCCl>[Cl:17][C:8]1[CH:9]=[C:4]([CH2:3][CH2:2][OH:1])[CH:5]=[C:6]([Cl:21])[C:7]=1[NH:10][CH2:11][C:12]([O:14][CH2:15][CH3:16])=[O:13]. Reported procedure: To a stirred solution of ethyl N-[4-(2-hydroxyethyl)-phenyl]aminoacetate (1.0 g) in dichloromethane (20 ml) were added concentrated hydrochloric acid (373 μl) and ethanol (3.0 ml) at room temperature, and a solution of tert-butyl hypochlorite (1.04 ml) in dichloromethane (6 ml) was added dropwise over 10 minutes period under ice-cooling with stirring. The mixture was stirred for 10 minutes, and the reaction mixture was concentrated in vacuo. A saturated aqueous sodium bicarbonate solution was ad... Reactants: silylated pyridone, NC1=CC=C(C=C1)C=1NC(C(C(=O)O)=CC1)=O (6-(4-aminophenyl)-1,2-dihydro-2-oxonicotinic acid), [Si](C)(C)(C)Cl (Me3SiCl), ClC(=O)OC (Methyl chloroformate), alpha-acetamidoisobutyic acid, CN1CCOCC1 (N-methylmorpholine), CC#N (CH3CN). The solvent is C(Cl)Cl (CH2Cl2), CCN(CC)CC (Et3N), C(C)(C)O (isopropanol). Reaction conditions: time 0.5 hour. Product: C(C)(=O)N(C1=CC=C(C=C1)C=1NC(C(C(=O)O)=CC1)=O)C(C(C)(C)N)=O (6-[4-(N-acetyl-alpha-amino-isobutyrylamino)phenyl]-1,2-dihydro-2-oxonicotinic acid). Reaction SMILES: ClC([O:4][CH3:5])=O.CN1CC[O:10][CH2:9][CH2:8]1.[NH2:13][C:14]1[CH:19]=[CH:18][C:17]([C:20]2[NH:21][C:22](=[O:29])[C:23](=[CH:27][CH:28]=2)[C:24]([OH:26])=[O:25])=[CH:16][CH:15]=1.[Si](Cl)(C)(C)[CH3:31].[CH3:35][C:36]#[N:37]>C(Cl)Cl.C(O)(C)C.CCN(CC)CC>[C:9]([N:13]([C:5](=[O:4])[C:36]([NH2:37])([CH3:31])[CH3:35])[C:14]1[CH:15]=[CH:16][C:17]([C:20]2[NH:21][C:22](=[O:29])[C:23](=[CH:27][CH:28]=2)[C:24]([OH:26])=[O:25])=[CH:18][CH:19]=1)(=[O:10])[CH3:8]. Reported procedure: Methyl chloroformate, 1.7 ml (20 mM), was added to a solution of 2.9 g (20 mM) of alpha-acetamidoisobutyic acid, 2.2 ml (20 mM) of N-methylmorpholine in 50 ml CH3CN at -15° C. The mixture was stirred at -20° C. to -10° C. for 1/2 hr and to it was added in a dropwise manner preformed silylated pyridone solution (by stirring a mixture of 2.3 g (10 mM) of the 6-(4-aminophenyl)-1,2-dihydro-2-oxonicotinic acid, 3.84 ml (30 mM) of Me3SiCl, 4.2 ml (30 mM) of Et3N in 100 ml CH2Cl2 for 40 min) at -10° C.... Reactants: FC1=CC=C(C=C1)C(=C(C=CC(CC(CC(=O)OCC1=CC=CC=C1)O)=O)C1=NN=NN1C)C1=CC=C(C=C1)F (Phenylmethyl 9,9-bis(4-fluorophenyl)-3-hydroxy-8-(1-methyl-1H-tetrazol-5-yl)-5-oxo-6,8-nonadienoate), [OH-].[Na+] (Sodium hydroxide). Run in O1CCCC1 (tetrahydrofuran), O (water), O (water). Run at temperature 24 celsius, time 6 hour. The product is FC1=CC=C(C=C1)C(=C(C=CC(CC(CC(=O)[O-])O)=O)C1=NN=NN1C)C1=CC=C(C=C1)F.[Na+] (Sodium (±)-9,9-bis(4-fluorophenyl)-3-hydroxy-8-(1-methyl-1H-tetrazol-5-yl)-5-oxo-6,8-nonadienoate). Yield: 57.6%. Reaction SMILES: [F:1][C:2]1[CH:7]=[CH:6][C:5]([C:8]([C:34]2[CH:39]=[CH:38][C:37]([F:40])=[CH:36][CH:35]=2)=[C:9]([C:28]2[N:32]([CH3:33])[N:31]=[N:30][N:29]=2)[CH:10]=[CH:11][C:12](=[O:27])[CH2:13][CH:14]([OH:26])[CH2:15][C:16]([O:18]CC2C=CC=CC=2)=[O:17])=[CH:4][CH:3]=1.[OH-].[Na+:42]>O1CCCC1.O>[F:1][C:2]1[CH:3]=[CH:4][C:5]([C:8]([C:34]2[CH:35]=[CH:36][C:37]([F:40])=[CH:38][CH:39]=2)=[C:9]([C:28]2[N:32]([CH3:33])[N:31]=[N:30][N:29]=2)[CH:10]=[CH:11][C:12](=[O:27])[CH2:13][CH:14]([OH:26])[CH2:15][C:16]([O-:18])=[O:17])=[CH:6][CH:7]=1.[Na+:42] |f:1.2,5.6|. Reported procedure: Phenylmethyl 9,9-bis(4-fluorophenyl)-3-hydroxy-8-(1-methyl-1H-tetrazol-5-yl)-5-oxo-6,8-nonadienoate (0.34g, 0.62 mmole) was dissolved in tetrahydrofuran (4mL) and water (1mL). 1N Sodium hydroxide (0.62 mL, 0.62 mmole) was added, and the solution was stirred for 6 hours at 24° C. The mixture was diluted with water (10 mL) and washed with diethyl ether (3×50 mL). The aqueous portion was lyophilized to give 0.17 g (52%) of the title compound; m.p.=166°-180° C. (dec.). Starting materials: CC1(C)OCC(CCn2cc(C(=O)C3C(C)(C)C3(C)C)c3ccccc32)O1, C1CCOCC1, O, Cc1ccc(S(=O)(=O)O)cc1. Reaction SMILES: [CH3:1][C:2]1([CH3:27])[O:3][CH2:4][CH:5]([CH2:7][CH2:8][n:9]2[cH:10][c:11]([C:18](=[O:19])[CH:20]3[C:21]([CH3:25])([CH3:26])[C:22]3([CH3:23])[CH3:24])[c:12]3[cH:13][cH:14][cH:15][cH:16][c:17]23)[O:6]1.[O:28]1[CH2:29][CH2:30][CH2:31][CH2:32][CH2:33]1.[OH2:45].[c:34]1([CH3:35])[cH:36][cH:37][c:38]([S:39]([OH:40])(=[O:41])=[O:42])[cH:43][cH:44]1>>[OH:3][CH2:4][CH:5]([OH:6])[CH2:7][CH2:8][n:9]1[cH:10][c:11]([C:18](=[O:19])[CH:20]2[C:21]([CH3:25])([CH3:26])[C:22]2([CH3:23])[CH3:24])[c:12]2[cH:13][cH:14][cH:15][cH:16][c:17]12. Yields the product CC1(C)C(C(=O)c2cn(CCC(O)CO)c3ccccc23)C1(C)C. Starting materials: C=O (formaldehyde), N(CCO)(CCO)CCO (triethanolamine), C1(=CC=CC=C1)C1(C(NC(N1)=O)=O)C1=CC=CC=C1 (5,5-diphenylhydantoin). Solvent: O1CCOCC1 (dioxan), O (water). Run at temperature 25 celsius, time 7 hour. Yields the product OCN1C(=O)N(C(=O)C1(C1=CC=CC=C1)C1=CC=CC=C1)CO (1,3-di-(hydroxymethyl)-5,5-diphenylhydantoin). Reaction SMILES: [C:1]1([C:7]2([C:14]3[CH:19]=[CH:18][CH:17]=[CH:16][CH:15]=3)[NH:11][C:10](=[O:12])[NH:9][C:8]2=[O:13])[CH:6]=[CH:5][CH:4]=[CH:3][CH:2]=1.[CH2:20]=[O:21].N(CCO)(CCO)C[CH2:24][OH:25]>O1CCOCC1.O>[OH:25][CH2:24][N:11]1[C:7]([C:1]2[CH:6]=[CH:5][CH:4]=[CH:3][CH:2]=2)([C:14]2[CH:15]=[CH:16][CH:17]=[CH:18][CH:19]=2)[C:8](=[O:13])[N:9]([CH2:20][OH:21])[C:10]1=[O:12]. Procedure details: In accordance with Example 5 of U.S. Pat. No. 3.595.862, 50.4 g (0.2 mole) of 5,5-diphenylhydantoin were suspended in a mixture of 50 ml of dioxan and 200 ml of water. To this suspension was added 88 ml of 37% aqueous formaldehyde solution and 10 ml of triethanolamine and the mixture was stirred for 7 hours at 92°-98° C. The resultant clear, colourless solution was cooled to 25° C., adjusted to a pH of 1 and extracted with ether (3×100 ml). The ethereal solution was washed with 50 ml of saturate...